This data is from the Open Reaction Database (ORD), a public repository of structured organic reaction records. The task is: describe an organic reaction: reactants, conditions, products, and yield The reactants are CON(C(C1=C(N=C(C=C1)C(F)(F)F)NC1=CC=CC=C1)=O)C (N-methoxy-N-methyl-2-phenylamino-6-trifluoromethyl-nicotinamide), C[Mg]Cl (methylmagnesium chloride). Run in O1CCCC1 (tetrahydrofuran). Conditions: temperature 0 celsius, time 90 minute. Yields the product ethyl acetate hexanes, C1(=CC=CC=C1)NC1=NC(=CC=C1C(C)=O)C(F)(F)F (1-(2-phenylamino-6-trifluoromethyl-pyridin-3-yl)-ethanone). Yield: 97.3%. Reaction SMILES: CON(C)[C:4](=[O:22])[C:5]1[CH:10]=[CH:9][C:8]([C:11]([F:14])([F:13])[F:12])=[N:7][C:6]=1[NH:15][C:16]1[CH:21]=[CH:20][CH:19]=[CH:18][CH:17]=1.[CH3:24][Mg]Cl>O1CCCC1>[C:16]1([NH:15][C:6]2[C:5]([C:4](=[O:22])[CH3:24])=[CH:10][CH:9]=[C:8]([C:11]([F:12])([F:13])[F:14])[N:7]=2)[CH:17]=[CH:18][CH:19]=[CH:20][CH:21]=1. Procedure: A solution of N-methoxy-N-methyl-2-phenylamino-6-trifluoromethyl-nicotinamide (5.10 g, 15.7 mmol) in tetrahydrofuran (100 mL) cooled to 0° C. was treated with a solution of 3 M methylmagnesium chloride (15.7 mL, 47.0 mmol). The reaction was then stirred at 0° C. for 90 min. At this time, the reaction was warmed to 25° C. and was quenched with water (150 mL). The reaction was then partitioned between ethyl acetate (250 mL) and water (250 mL). The aqueous layer was back extracted with ethyl acetat... Reactants: BrC1=CC=C(C=C1)[C@@H](CC(=O)C=1C=CC(N(C1)C)=O)C1=C(C=CC=C1)C (5-[(R)-3-(4-Bromo-phenyl)-3-o-tolyl-propionyl]-1-methyl-1H-pyridin-2-one), N1CCC(CC1)C(=O)OCC (ethyl piperidine-4-carboxylate), CC(C)([O-])C.[Na+] (sodium tert-butoxide), tris(di-benzylideneacetone)dipalladium(0), C1(CCCCC1)P(C1=C(C=CC=C1)C1=C(C=C(C=C1C(C)C)C(C)C)C(C)C)C1CCCCC1 (2-dicyclohexylphosphino-2′,4′,6′-triisopropylbiphenyl). The solvent is C1(=CC=CC=C1)C (toluene). Reaction conditions: temperature 85 celsius, time 1 hour. Yields the product CN1C=C(C=CC1=O)C(C[C@@H](C1=C(C=CC=C1)C)C1=CC=C(C=C1)N1CCC(CC1)C(=O)O)=O ((R)-1-(4-(3-(1-Methyl-6-oxo-1,6-dihydropyridin-3-yl)-3-oxo-1-o-tolylpropyl)phenyl)piperidine-4-carboxylic acid). As a reaction SMILES: Br[C:2]1[CH:7]=[CH:6][C:5]([C@H:8]([C:20]2[CH:25]=[CH:24][CH:23]=[CH:22][C:21]=2[CH3:26])[CH2:9][C:10]([C:12]2[CH:13]=[CH:14][C:15](=[O:19])[N:16]([CH3:18])[CH:17]=2)=[O:11])=[CH:4][CH:3]=1.[NH:27]1[CH2:32][CH2:31][CH:30]([C:33]([O:35]CC)=[O:34])[CH2:29][CH2:28]1.CC(C)([O-])C.[Na+].C1(P(C2CCCCC2)C2C=CC=CC=2C2C(C(C)C)=CC(C(C)C)=CC=2C(C)C)CCCCC1>C1(C)C=CC=CC=1>[CH3:18][N:16]1[C:15](=[O:19])[CH:14]=[CH:13][C:12]([C:10](=[O:11])[CH2:9][C@H:8]([C:5]2[CH:4]=[CH:3][C:2]([N:27]3[CH2:28][CH2:29][CH:30]([C:33]([OH:35])=[O:34])[CH2:31][CH2:32]3)=[CH:7][CH:6]=2)[C:20]2[CH:25]=[CH:24][CH:23]=[CH:22][C:21]=2[CH3:26])=[CH:17]1 |f:2.3|. Procedure: To a solution of (R)-5-(3-(4-bromophenyl)-3-o-tolylpropanoyl)-1-methylpyridin-2(1H)-one (example 223, step 3; 500 mg, 1.22 mmol) in toluene (7 mL) was added ethyl piperidine-4-carboxylate (293 mg, 1.83 mmol), sodium tert-butoxide (234 mg, 2.44 mmol), tris(di-benzylideneacetone)dipalladium(0) (22.3 mg, 24.4 μmol) and 2-dicyclohexylphosphino-2′,4′,6′-triisopropylbiphenyl (23.7 mg, 48.7 μmol) and the reaction mixture was stirred for 1 h at 85° C. The reaction mixture was evaporated and the residue ... Starting materials: Br, OCCC1CCCCC1, O=S(=O)(O)O. The product is BrCCC1CCCCC1. As a reaction SMILES: [BrH:6].[CH:7]1([CH2:13][CH2:14][OH:15])[CH2:8][CH2:9][CH2:10][CH2:11][CH2:12]1.[S:1](=[O:2])(=[O:3])([OH:4])[OH:5]>>[Br:6][CH2:14][CH2:13][CH:7]1[CH2:8][CH2:9][CH2:10][CH2:11][CH2:12]1. Reactants: 0-benzotriazol-1-yl-N,N,N′,N′-bis(tetramethylene)uronium hexafluorophosphate, N1(CCCCCC1)C(=O)N[C@H](C(=O)O)CC(C)C ((S)-2-[(azepane-1-carbonyl)-amino]-4-methyl-pentanoic acid), CN1CCOCC1 (4-methylmorpholine), C(C1=CC=CC=C1)OC1=CC=C(C=C1)C[C@@H](CN1CCOCC1)N ((S)-2-(4-benzyloxy-phenyl)-1-morpholin-4-ylmethyl-ethylamine), C(C)OCC (diethyl ether). The solvent is CN(C)C=O (DMF). Conditions: temperature 25 celsius, time 30 minute. Yields the product C(C1=CC=CC=C1)OC1=CC=C(C=C1)CC(CN1CCOCC1)NC(=O)C(CC(C)C)NC(=O)N1CCCCCC1 (Azepane-1-carboxylic acid {1-[2-(4-benzyloxy-phenyl) -1-morpholin-4-ylmethyl-ethylcarbamoyl]-3-methyl-butyl}-amide). The yield is 24.0%. Reaction SMILES: [N:1]1([C:8]([NH:10][C@@H:11]([CH2:15][CH:16]([CH3:18])[CH3:17])[C:12]([OH:14])=O)=[O:9])[CH2:7][CH2:6][CH2:5][CH2:4][CH2:3][CH2:2]1.CN1CCOCC1.[CH2:26]([O:33][C:34]1[CH:39]=[CH:38][C:37]([CH2:40][C@H:41]([NH2:49])[CH2:42][N:43]2[CH2:48][CH2:47][O:46][CH2:45][CH2:44]2)=[CH:36][CH:35]=1)[C:27]1[CH:32]=[CH:31][CH:30]=[CH:29][CH:28]=1.C(OCC)C>CN(C=O)C>[CH2:26]([O:33][C:34]1[CH:39]=[CH:38][C:37]([CH2:40][CH:41]([NH:49][C:12]([CH:11]([NH:10][C:8]([N:1]2[CH2:2][CH2:3][CH2:4][CH2:5][CH2:6][CH2:7]2)=[O:9])[CH2:15][CH:16]([CH3:18])[CH3:17])=[O:14])[CH2:42][N:43]2[CH2:48][CH2:47][O:46][CH2:45][CH2:44]2)=[CH:36][CH:35]=1)[C:27]1[CH:28]=[CH:29][CH:30]=[CH:31][CH:32]=1. Procedure details: A solution of 87 mg (0.34 mmol) of (S)-2-[(azepane-1-carbonyl)-amino]-4-methyl-pentanoic acid (Example 1, Step B) and 0.131 mL (1.2 mmol) 4-methylmorpholine was stirred at 25° C. for 30 minutes, after which 136 mg (0.36 mmol) 0-benzotriazol-1-yl-N,N,N′,N′-bis(tetramethylene)uronium hexafluorophosphate in 4 mL dry DMF was added. The resulting solution was cooled in an ice-bath and 150 mg (0.34 mmol) 2-(4-benzyloxy-phenyl)-1-morpholin-4-ylmethyl-ethylamine (Example 3, Step D) was added. The result... Starting materials: Cc1ccc(C)n1-c1ccc(F)cc1C(F)(F)F, [Na+], CN(C)C=O, [OH-], O=P(Cl)(Cl)Cl. The product is Cc1cc(C=O)c(C)n1-c1ccc(F)cc1C(F)(F)F. RXN SMILES: [F:6][c:7]1[cH:8][c:9]([C:20]([F:21])([F:22])[F:23])[c:10](-[n:13]2[c:14]([CH3:19])[cH:15][cH:16][c:17]2[CH3:18])[cH:11][cH:12]1.[Na+:25].[O:26]=[CH:27][N:28]([CH3:29])[CH3:30].[OH-:24].[P:1]([Cl:2])([Cl:3])([Cl:4])=[O:5]>>[F:6][c:7]1[cH:8][c:9]([C:20]([F:21])([F:22])[F:23])[c:10](-[n:13]2[c:14]([CH3:19])[c:15]([CH:27]=[O:26])[cH:16][c:17]2[CH3:18])[cH:11][cH:12]1. Starting materials: C[Mg]Cl, CCOCC, CS(=O)(=O)c1ccc(C(CC2CCCC2)C(=O)Nc2cnc(C=O)cn2)cc1Cl. The product is CC(O)c1cnc(NC(=O)C(CC2CCCC2)c2ccc(S(C)(=O)=O)c(Cl)c2)cn1. As a reaction SMILES: [CH3:30][Mg:31][Cl:32].[CH3:33][CH2:34][O:35][CH2:36][CH3:37].[Cl:1][c:2]1[cH:3][c:4]([CH:12]([C:13](=[O:14])[NH:15][c:16]2[n:17][cH:18][c:19]([CH:22]=[O:23])[n:20][cH:21]2)[CH2:24][CH:25]2[CH2:26][CH2:27][CH2:28][CH2:29]2)[cH:5][cH:6][c:7]1[S:8](=[O:9])(=[O:10])[CH3:11]>>[Cl:1][c:2]1[cH:3][c:4]([CH:12]([C:13](=[O:14])[NH:15][c:16]2[n:17][cH:18][c:19]([CH:22]([OH:23])[CH3:30])[n:20][cH:21]2)[CH2:24][CH:25]2[CH2:26][CH2:27][CH2:28][CH2:29]2)[cH:5][cH:6][c:7]1[S:8](=[O:9])(=[O:10])[CH3:11]. Starting materials: C(C)(=O)C1=CC(=C(C#N)C=C1)Br (4-Acetyl-2-bromo-benzonitrile), CC(=O)O (AcOH), [OH-].[Na+] (NaOH). Run in O (H2O), OS(=O)(=O)O (H2SO4). The product is C(C)(=O)C1=CC(=C(C(=O)O)C=C1)Br (4-Acetyl-2-bromo-benzoic acid). As a reaction SMILES: [C:1]([C:4]1[CH:11]=[CH:10]C(C#N)=[C:6]([Br:12])[CH:5]=1)(=[O:3])[CH3:2].[OH-].[Na+].[CH3:15][C:16]([OH:18])=[O:17]>O.OS(O)(=O)=O>[C:1]([C:4]1[CH:11]=[CH:10][C:15]([C:16]([OH:18])=[O:17])=[C:6]([Br:12])[CH:5]=1)(=[O:3])[CH3:2] |f:1.2|. Procedure details: A solution of the product obtained in step 2 (0.5 g, 2.23 mmol) in AcOH (2.5 mL), H2O (2.5 mL) and concentrated H2SO4 (2.5 mL) was refluxed for 5 h. After cooling, the reaction mixture was adjusted with 10 N NaOH to pH=10 and washed with AcOEt. The aqueous layer was acidified with concentrated HCl to pH=1 and then extracted with AcOEt. The organic phase was washed with H2O, dried over Na2SO4 and evaporated under reduced pressure. The crude product was used in the following step without further p... The reactants are Cc1cc(=O)oc2cc(N)ccc12, COC(=O)C1C(=O)c2ccccc2S(=O)(=O)N1C, Cc1ccccc1C. Product: Cc1cc(=O)oc2cc(NC(=O)C3C(=O)c4ccccc4S(=O)(=O)N3C)ccc12. RXN SMILES: [CH3:19][c:20]1[cH:21][c:22](=[O:31])[o:23][c:24]2[cH:25][c:26]([NH2:30])[cH:27][cH:28][c:29]12.[CH3:1][O:2][C:3](=[O:4])[CH:5]1[N:6]([CH3:18])[S:7](=[O:16])(=[O:17])[c:8]2[c:9]([cH:12][cH:13][cH:14][cH:15]2)[C:10]1=[O:11].[c:32]1([CH3:33])[c:34]([CH3:35])[cH:36][cH:37][cH:38][cH:39]1>>[C:3](=[O:4])([CH:5]1[N:6]([CH3:18])[S:7](=[O:16])(=[O:17])[c:8]2[c:9]([cH:12][cH:13][cH:14][cH:15]2)[C:10]1=[O:11])[NH:30][c:26]1[cH:25][c:24]2[o:23][c:22](=[O:31])[cH:21][c:20]([CH3:19])[c:29]2[cH:28][cH:27]1. The reactants are C1CCOC1, CCOC(C)=O, CCOC(=O)c1cc2c(nc1CCl)CCCCC2, [H-], [Na+], O, OCc1cccnc1. Product: CCOC(=O)c1cc2c(nc1COCc1cccnc1)CCCCC2. Reaction SMILES: [CH2:30]1[O:31][CH2:32][CH2:33][CH2:34]1.[CH3:35][CH2:36][O:37][C:38](=[O:39])[CH3:40].[Cl:11][CH2:12][c:13]1[c:14]([C:24](=[O:25])[O:26][CH2:27][CH3:28])[cH:15][c:16]2[c:17]([n:18]1)[CH2:19][CH2:20][CH2:21][CH2:22][CH2:23]2.[H-:9].[Na+:10].[OH2:29].[n:1]1[cH:2][c:3]([CH2:7][OH:8])[cH:4][cH:5][cH:6]1>>[n:1]1[cH:2][c:3]([CH2:7][O:8][CH2:12][c:13]2[c:14]([C:24](=[O:25])[O:26][CH2:27][CH3:28])[cH:15][c:16]3[c:17]([n:18]2)[CH2:19][CH2:20][CH2:21][CH2:22][CH2:23]3)[cH:4][cH:5][cH:6]1.